This data is from the Open Reaction Database (ORD), a public repository of structured organic reaction records. The task is: describe an organic reaction: reactants, conditions, products, and yield Starting materials: O=C(O)C(CCCCBr)c1ccccc1, CC#N, c1ccc(P(c2ccccc2)c2ccccc2)cc1. The product is [Br-], O=C(O)C(CCCC[P+](c1ccccc1)(c1ccccc1)c1ccccc1)c1ccccc1. Reaction SMILES: [Br:1][CH2:2][CH2:3][CH2:4][CH2:5][CH:6]([C:7](=[O:8])[OH:9])[c:10]1[cH:11][cH:12][cH:13][cH:14][cH:15]1.[CH3:35][C:36]#[N:37].[c:16]1([P:22]([c:23]2[cH:24][cH:25][cH:26][cH:27][cH:28]2)[c:29]2[cH:30][cH:31][cH:32][cH:33][cH:34]2)[cH:17][cH:18][cH:19][cH:20][cH:21]1>>[Br-:1].[CH2:2]([CH2:3][CH2:4][CH2:5][CH:6]([C:7](=[O:8])[OH:9])[c:10]1[cH:11][cH:12][cH:13][cH:14][cH:15]1)[P+:22]([c:16]1[cH:17][cH:18][cH:19][cH:20][cH:21]1)([c:23]1[cH:24][cH:25][cH:26][cH:27][cH:28]1)[c:29]1[cH:30][cH:31][cH:32][cH:33][cH:34]1. The reactants are O1C(=NC2=C1C=CC=C2)N(C)CCOC2=CC=C(C=C2)CC(C(=O)OC)Br (methyl 3-[4-[2-[N-(2-benzoxazolyl)-N-methylamino]ethoxy]phenyl]-2-bromopropanoate), C(C)(=S)[O-].[K+] (potassium thioacetate), CN(C=O)C (N,N-dimethylformamide). The solvent is O (water). Conditions: temperature 80 celsius. Product: C(C)(=O)SC(C(=O)OC)CC1=CC=C(C=C1)OCCN(C)C=1OC2=C(N1)C=CC=C2 (Methyl 2-(acetylthio)-3-[4-[2-[N-(2-benzoxazolyl)-N-methylamino]ethoxy]phenyl]propanoate). Reaction SMILES: [O:1]1[C:5]2[CH:6]=[CH:7][CH:8]=[CH:9][C:4]=2[N:3]=[C:2]1[N:10]([CH2:12][CH2:13][O:14][C:15]1[CH:20]=[CH:19][C:18]([CH2:21][CH:22](Br)[C:23]([O:25][CH3:26])=[O:24])=[CH:17][CH:16]=1)[CH3:11].[C:28]([O-:31])(=[S:30])[CH3:29].[K+].CN(C)C=O>O>[C:28]([S:30][CH:22]([CH2:21][C:18]1[CH:19]=[CH:20][C:15]([O:14][CH2:13][CH2:12][N:10]([C:2]2[O:1][C:5]3[CH:6]=[CH:7][CH:8]=[CH:9][C:4]=3[N:3]=2)[CH3:11])=[CH:16][CH:17]=1)[C:23]([O:25][CH3:26])=[O:24])(=[O:31])[CH3:29] |f:1.2|. Procedure details: A mixture of methyl 3-[4-[2-[N-(2-benzoxazolyl)-N-methylamino]ethoxy]phenyl]-2-bromopropanoate (1.25 g), potassium thioacetate (0.5 g) and dry N,N-dimethylformamide (15 mL) was heated at 80° C. for 18 hours under a nitrogen atmosphere. The mixture was diluted with water (1 L) and extracted with ethyl acetate (3×250 mL). The combined ethyl acetate solutions were washed with water (3×250 mL) and brine (500 mL), dried (MgSO4) and evaporated. The residue was chromatographed on silica gel with 40% et... The reactants are COC(=O)[C@@H]1CC[C@H](CC1)OC1=NC=CC=C1 (trans-4-(pyridin-2-yloxy)-cyclohexanecarboxylic acid methyl ester), O.NN (hydrazine hydrate). Run in C(CCC)O (n-butanol). Reaction conditions: temperature 120 celsius. The product is N1=C(C=CC=C1)O[C@@H]1CC[C@H](CC1)C(=O)NN (trans-4-(Pyridin-2-yloxy)-cyclohexanecarboxylic acid hydrazide). The yield is 96.1%. RXN SMILES: C[O:2][C:3]([C@H:5]1[CH2:10][CH2:9][C@H:8]([O:11][C:12]2[CH:17]=[CH:16][CH:15]=[CH:14][N:13]=2)[CH2:7][CH2:6]1)=O.O.[NH2:19][NH2:20]>C(O)CCC>[N:13]1[CH:14]=[CH:15][CH:16]=[CH:17][C:12]=1[O:11][C@H:8]1[CH2:9][CH2:10][C@H:5]([C:3]([NH:19][NH2:20])=[O:2])[CH2:6][CH2:7]1 |f:1.2|. Reported procedure: A mixture of trans-4-(pyridin-2-yloxy)-cyclohexanecarboxylic acid methyl ester (1.33 g, 5.66 mmol) and hydrazine hydrate (0.55 ml, 11 mmol) in n-butanol (1 ml) was heated at 120° C. for 68 h. After cooling to room temperature the reaction mixture was evaporated and dried in high vacuo (ca. 1-2 mbar) at 100° C. for 2 h to give the crude title compound (1.28 g, 96%) as white solid, which was used in the next step without further purification. MS m/e: 236 (M+H+) The reactants are C1(=CC=CC=C1)C(C(C(F)(F)F)C1=CC=C(C=C1)OC)C1=CC=C(C=C1)F (1-phenyl-3,3,3-trifluoro-1-(4-fluorophenyl)-2-(4-methoxyphenyl)-propane), C1(=CC=CC=C1)C(C(C(F)(F)F)C1=CC=C(C=C1)O)C1=CC=C(C=C1)F (1-phenyl-3,3,3-trifluoro-1-(4-fluorophenyl)-2-(4-hydroxyphenyl)-propane), Cl.N1=CC=CC=C1 (pyridine hydrochloride), ClCOCCl (chloromethylether), [OH-].[Na+] (sodium hydroxide). Run in C1=CC=CC=C1 (benzene), C1=CC=CC=C1 (benzene). Run at temperature 200 celsius, time 1 hour. The product is C1(=CC=CC=C1)C(C(C(F)(F)F)C1=CC=C(C=C1)OCOC)C1=CC=C(C=C1)F (1-phenyl-3,3,3-trifluoro-1-(4-fluorophenyl)-2-[4-(methoxy-methoxy)-phenyl]-propane). Yield: 62.0%. Reaction SMILES: [C:1]1([CH:7]([C:21]2[CH:26]=[CH:25][C:24]([F:27])=[CH:23][CH:22]=2)[CH:8]([C:13]2[CH:18]=[CH:17][C:16]([O:19][CH3:20])=[CH:15][CH:14]=2)[C:9]([F:12])([F:11])[F:10])[CH:6]=[CH:5][CH:4]=[CH:3][CH:2]=1.Cl.N1C=CC=CC=1.C1(C(C2C=CC(F)=CC=2)C(C2C=C[C:50]([OH:53])=CC=2)C(F)(F)F)C=CC=CC=1.ClCOCCl.[OH-].[Na+]>C1C=CC=CC=1>[C:1]1([CH:7]([C:21]2[CH:26]=[CH:25][C:24]([F:27])=[CH:23][CH:22]=2)[CH:8]([C:13]2[CH:18]=[CH:17][C:16]([O:19][CH2:20][O:53][CH3:50])=[CH:15][CH:14]=2)[C:9]([F:12])([F:11])[F:10])[CH:2]=[CH:3][CH:4]=[CH:5][CH:6]=1 |f:1.2,5.6|. Reported procedure: A mixture of 18.72 g (50 mmoles) of 1-phenyl-3,3,3-trifluoro-1-(4-fluorophenyl)-2-(4-methoxyphenyl)-propane, prepared as described in Example 19, and 56 g of pyridine hydrochloride is heated at 200° C. for 3 hours, and then processed as described in Example 1. The resulting crude 1-phenyl-3,3,3-trifluoro-1-(4-fluorophenyl)-2-(4-hydroxyphenyl)-propane is dissolved in 70 ml of benzene, then 6.44 g (80 mmoles) of chloromethylether and 6 g (300 mmoles) of powdered sodium hydroxide are added, and the... The reactants are solid, BrC1=CC(=CC=2C(=C3N(C12)CCNC3=O)C)Cl (6-bromo-8-chloro-10-methyl-3,4-dihydro-2H-pyrazino[1,2-a]indol-1-one), BrC1=CC(=CC=2C(=C3N(C12)CCNC3=O)C)Cl (6-bromo-8-chloro-10-methyl-3,4-dihydro-2H-pyrazino[1,2-a]indol-1-one), NC1=NC=C(C=N1)B(O)O (2-aminopyrimidin-5-ylboronic acid). Yields the product NC1=NC=C(C=N1)C1=CC(=CC=2C(=C3N(C12)CCNC3=O)C)Cl (6-(2-Amino-pyrimidin-5-yl)-8-chloro-10-methyl-3,4-dihydro-2H-pyrazino[1,2-a]indol-1-one). Reaction SMILES: Br[C:2]1[C:10]2[N:9]3[CH2:11][CH2:12][NH:13][C:14](=[O:15])[C:8]3=[C:7]([CH3:16])[C:6]=2[CH:5]=[C:4]([Cl:17])[CH:3]=1.[NH2:18][C:19]1[N:24]=[CH:23][C:22](B(O)O)=[CH:21][N:20]=1>>[NH2:18][C:19]1[N:24]=[CH:23][C:22]([C:2]2[C:10]3[N:9]4[CH2:11][CH2:12][NH:13][C:14](=[O:15])[C:8]4=[C:7]([CH3:16])[C:6]=3[CH:5]=[C:4]([Cl:17])[CH:3]=2)=[CH:21][N:20]=1. Reported procedure: The title compound, white solid (59 mg, 72%), MS (ISP) m/z=328.5 [(M+H)+], mp 316° C., was prepared in accordance with the general method of example 1 from 6-bromo-8-chloro-10-methyl-3,4-dihydro-2H-pyrazino[1,2-a]indol-1-one (intermediate 12) (78.4 mg, 0.25 mmol) and commercially available 2-aminopyrimidin-5-ylboronic acid (45.1 mg, 0.325 mmol). RXN SMILES: [CH:1]1[C:14]2[CH2:13][C:12]3[C:7](=[CH:8][CH:9]=[CH:10][CH:11]=3)[O:6][C:5]=2[CH:4]=[CH:3][CH:2]=1.[Na].[H-].[Na+].[CH:18]([O:20][CH2:21][CH2:22]Cl)=[CH2:19].CS(C)=[O:26]>O>[O:20]1[CH2:21][CH2:22][C:13]2([C:12]3[CH:11]=[CH:10][CH:9]=[CH:8][C:7]=3[O:6][C:5]3[C:14]2=[CH:1][CH:2]=[CH:3][CH:4]=3)[CH2:19][C:18]1=[O:26] |f:2.3,^1:14|. Reported procedure: A solution of xanthene (18.2 g.) in dimethyl sulphoxide (150 ml.) is added dropwise over 20 minutes at room temperature to a solution of sodium methylsulphinylmethide [prepared in the usual way from sodium hydride (12 g. of a 60% dispersion in mineral oil) and dimethyl sulphoxide (150 ml.)] with stirring in an atmosphere of nitrogen. The blood-red mixture is stirred at room temperature for a further 30 minutes, cooled to 10° C., and 2-chloroethyl vinyl ether (21.3 g.) is then added dropwise duri... Yields the product O1C(CC2(CC1)C1=CC=CC=C1OC=1C=CC=CC12)=O (xanthene-9-spiro-4'-tetrahydropyran-2'-one). Starting materials: C1=CC=CC=2OC3=CC=CC=C3CC12 (xanthene), [Na] (sodium), CS(=O)C (dimethyl sulphoxide), C(=C)OCCCl (2-chloroethyl vinyl ether), [H-].[Na+] (sodium hydride), CS(=O)C (dimethyl sulphoxide). Run in O (Water). Reaction conditions: time 30 minute. The reactants are C(#N)CC(=O)OCC (Ethyl cyanoacetate), ClCCOCCCl (bis(2-chloroethyl)ether), C([O-])([O-])=O.[K+].[K+] (potassium carbonate). Solvent: CN(C=O)C (N,N-dimethylformamide). Run at temperature 100 celsius, time 72 hour. The product is C(#N)C1(CCOCC1)C(=O)OCC (Ethyl 4-cyanotetrahydro-2H-pyran-4-carboxylate). As a reaction SMILES: [C:1]([CH2:3][C:4]([O:6][CH2:7][CH3:8])=[O:5])#[N:2].Cl[CH2:10][CH2:11][O:12][CH2:13][CH2:14]Cl.C(=O)([O-])[O-].[K+].[K+]>CN(C)C=O>[C:1]([C:3]1([C:4]([O:6][CH2:7][CH3:8])=[O:5])[CH2:14][CH2:13][O:12][CH2:11][CH2:10]1)#[N:2] |f:2.3.4|. Reported procedure: Ethyl cyanoacetate (22.6 g, 0.2 mol) and bis(2-chloroethyl)ether (14 g, 0.1 mol) were added to a suspension of potassium carbonate (70 g, 0.5 mol) in N,N-dimethylformamide (150 ml), and the mixture stirred at 100° C. for 72 hours. The cooled mixture was partitioned between water and diethyl ether (500 ml), the layers separated and the aqueous solution extracted with diethyl ether (3×200 ml). The combined organic solutions were washed with 2N hydrochloric acid (3×100 ml), brine (2×100 ml), dried ... Starting materials: CC(C)(C)OC(=O)Nc1ccc2cc(C#N)ccc2c1, CC#N, O=C1CCC(=O)N1Br. Product: CC(C)(C)OC(=O)Nc1ccc2cc(C#N)ccc2c1Br. Reaction SMILES: [C:1](#[N:2])[c:3]1[cH:4][c:5]2[cH:6][cH:7][c:8]([NH:13][C:14]([O:15][C:16]([CH3:17])([CH3:18])[CH3:19])=[O:20])[cH:9][c:10]2[cH:11][cH:12]1.[CH3:29][C:30]#[N:31].[O:21]=[C:22]1[N:23]([Br:28])[C:24](=[O:25])[CH2:26][CH2:27]1>>[C:1](#[N:2])[c:3]1[cH:4][c:5]2[cH:6][cH:7][c:8]([NH:13][C:14]([O:15][C:16]([CH3:17])([CH3:18])[CH3:19])=[O:20])[c:9]([Br:28])[c:10]2[cH:11][cH:12]1. Reactants: C=CCC1C(C(C)O)C(=O)N1C(C(=O)OC)=C(C)C, CCOC(C)=O, O=CO, CCOC(=O)N=NC(=O)OCC, C1CCOC1, c1ccc(P(c2ccccc2)c2ccccc2)cc1. The product is C=CCC1C(C(C)OC=O)C(=O)N1C(C(=O)OC)=C(C)C. RXN SMILES: [CH3:1][C:2](=[C:3]([C:4](=[O:5])[O:6][CH3:7])[N:8]1[C:9](=[O:18])[CH:10]([CH:15]([CH3:16])[OH:17])[CH:11]1[CH2:12][CH:13]=[CH2:14])[CH3:19].[CH3:59][CH2:60][O:61][C:62](=[O:63])[CH3:64].[CH:39](=[O:40])[OH:41].[O:42]=[C:43]([O:44][CH2:45][CH3:46])[N:47]=[N:48][C:49]([O:50][CH2:51][CH3:52])=[O:53].[O:54]1[CH2:55][CH2:56][CH2:57][CH2:58]1.[c:20]1([P:21]([c:22]2[cH:23][cH:24][cH:25][cH:26][cH:27]2)[c:28]2[cH:29][cH:30][cH:31][cH:32][cH:33]2)[cH:34][cH:35][cH:36][cH:37][cH:38]1>>[CH3:1][C:2](=[C:3]([C:4](=[O:5])[O:6][CH3:7])[N:8]1[C:9](=[O:18])[CH:10]([CH:15]([CH3:16])[O:17][CH:39]=[O:40])[CH:11]1[CH2:12][CH:13]=[CH2:14])[CH3:19].